This data is from the Open Reaction Database (ORD), a public repository of structured organic reaction records. The task is: describe an organic reaction: reactants, conditions, products, and yield Starting materials: C1(=CC=CC=C1)S(=O)(=O)N1C=C(C=2C1=NC=C(C2)SC2=CC=CC=C2)C=2C=NNC2 (1-Benzenesulfonyl-5-phenylsulfanyl-3-(1H-pyrazol-4-yl)-1H-pyrrolo[2,3-b]pyridine), [OH-].[Na+] (sodium hydroxide). Run in CCO (EtOH). Conditions: temperature 90 celsius. Product: C1(=CC=CC=C1)SC=1C=C2C(=NC1)NC=C2C=2C=NNC2 (5-Phenylsulfanyl-3-(1H-pyrazol-4-yl)-1H-pyrrolo[2,3-b]pyridine). Isolated yield 59.3%. As a reaction SMILES: C1(S([N:10]2[C:14]3=[N:15][CH:16]=[C:17]([S:19][C:20]4[CH:25]=[CH:24][CH:23]=[CH:22][CH:21]=4)[CH:18]=[C:13]3[C:12]([C:26]3[CH:27]=[N:28][NH:29][CH:30]=3)=[CH:11]2)(=O)=O)C=CC=CC=1.[OH-].[Na+]>CCO>[C:20]1([S:19][C:17]2[CH:18]=[C:13]3[C:12]([C:26]4[CH:30]=[N:29][NH:28][CH:27]=4)=[CH:11][NH:10][C:14]3=[N:15][CH:16]=2)[CH:21]=[CH:22][CH:23]=[CH:24][CH:25]=1 |f:1.2|. Procedure: A mixture of 7 (130 mg, 0.30 mmol) and 10% aq. sodium hydroxide (2.8 mL) in EtOH (5.8 mL) were heated at 90° C. for 1 h. The solution was cooled, partitioned between CH2Cl2/brine, the layers separated and the aqueous phase extracted with more CH2Cl2 (3×). The combined organic extracts were dried (MgSO4), concentrated and the residue purified by preparative LCMS (column LUNA 10 μ C18(2) 00G-4253-V0 250×50 mm) using water—acetonitrile (0.1% AcOH) as eluent (in gradient; flow 80 mL/min) to give 8 a...